From a dataset of the Open Reaction Database (ORD), a public repository of structured organic reaction records. describe an organic reaction: reactants, conditions, products, and yield The reactants are Cl (hydrochloric acid), C1(=CC=CC=C1)C=1C(=CN(C1)CC1=CC=C(C=C1)OCC=1N=C(SC1)C1=CC=NC=C1)CCC(=O)OCC (ethyl 3-[4-phenyl-1-[4-[2-(4-pyridyl)-4-thiazolylmethoxy)benzyl]-3-pyrrolyl]propionate), [OH-].[Na+] (sodium hydroxide), O1CCCC1 (tetrahydrofuran). Solvent: C(C)O (ethanol). Reaction conditions: time 8 hour. The product is C1(=CC=CC=C1)C=1C(=CN(C1)CC1=CC=C(C=C1)OCC=1N=C(SC1)C1=CC=NC=C1)CCC(=O)O (3-[4-phenyl-1-[4-[2-(4-pyridyl)-4-thiazolylmethoxy)benzyl]-3-pyrrolyl]propionic acid). Yield: 94.3%. Reaction SMILES: [C:1]1([C:7]2[C:8]([CH2:32][CH2:33][C:34]([O:36]CC)=[O:35])=[CH:9][N:10]([CH2:12][C:13]3[CH:18]=[CH:17][C:16]([O:19][CH2:20][C:21]4[N:22]=[C:23]([C:26]5[CH:31]=[CH:30][N:29]=[CH:28][CH:27]=5)[S:24][CH:25]=4)=[CH:15][CH:14]=3)[CH:11]=2)[CH:6]=[CH:5][CH:4]=[CH:3][CH:2]=1.[OH-].[Na+].O1CCCC1.Cl>C(O)C>[C:1]1([C:7]2[C:8]([CH2:32][CH2:33][C:34]([OH:36])=[O:35])=[CH:9][N:10]([CH2:12][C:13]3[CH:14]=[CH:15][C:16]([O:19][CH2:20][C:21]4[N:22]=[C:23]([C:26]5[CH:31]=[CH:30][N:29]=[CH:28][CH:27]=5)[S:24][CH:25]=4)=[CH:17][CH:18]=3)[CH:11]=2)[CH:6]=[CH:5][CH:4]=[CH:3][CH:2]=1 |f:1.2|. Procedure details: A mixture of ethyl 3-[4-phenyl-1-[4-[2-(4-pyridyl)-4-thiazolylmethoxy)benzyl]-3-pyrrolyl]propionate (864 mg), 1N aqueous sodium hydroxide solution (3 ml), tetrahydrofuran (6 ml), and ethanol (6 ml) was stirred at room temperature overnight, and 1N hydrochloric acid (3 ml) was added to the mixture, which was extracted with ethyl acetate. The ethyl acetate layer was washed with saturated aqueous sodium chloride solution, dried (MgSO4), then concentrated. The colorless crystals obtained were collec... Reactants: C=CCOc1cc(OCC=C)c(CO)cc1Br, ClC(Cl)Cl. Yields the product C=CCOc1cc(OCC=C)c(C=O)cc1Br. As a reaction SMILES: [CH2:1]([CH:2]=[CH2:3])[O:4][c:5]1[c:6]([CH2:16][OH:17])[cH:7][c:8]([Br:15])[c:9]([O:11][CH2:12][CH:13]=[CH2:14])[cH:10]1.[CH:18]([Cl:19])([Cl:20])[Cl:21]>>[CH2:1]([CH:2]=[CH2:3])[O:4][c:5]1[c:6]([CH:16]=[O:17])[cH:7][c:8]([Br:15])[c:9]([O:11][CH2:12][CH:13]=[CH2:14])[cH:10]1. Reactants: FC(C=1C=C(C=C(C1)C(F)(F)F)[C@@H]1[C@@H](N(C(O1)=O)CC1=NC(=NC=C1Br)N1CC(C1)(F)F)C)(F)F ((4S,5R)-5-[3,5-bis(trifluoromethyl)phenyl]-3-{[5-bromo-2-(3,3-difluoroazetidin-1-yl)pyrimidin-4-yl]methyl}-4-methyl-1,3-oxazolidin-2-one), FC(C=1C=C(C=C(C1)C(F)(F)F)[C@@H]1[C@@H](N(C(O1)=O)CC1=NC(=NC=C1Br)N1CC(C1)(F)F)C)(F)F ((4S,5R)-5-[3,5-bis(trifluoromethyl)phenyl]-3-{[5-bromo-2-(3,3-difluoroazetidin-1-yl)pyrimidin-4-yl]methyl}-4-methyl-1,3-oxazolidin-2-one), COC1=C(C=C(C=N1)C1=C(C=C(C(=O)OC(C)(C)C)C=C1)C)B1OC(C(O1)(C)C)(C)C (tert-butyl 4-[6-methoxy-5-(4,4,5,5-tetramethyl-1,3,2-dioxaborolan-2-yl)pyridin-3-yl]-3-methylbenzoate), COC1=C(C=C(C=N1)C1=C(C=C(C(=O)OC(C)(C)C)C=C1)C)B1OC(C(O1)(C)C)(C)C (tert-butyl 4-[6-methoxy-5-(4,4,5,5-tetramethyl-1,3,2-dioxaborolan-2-yl)pyridin-3-yl]-3-methylbenzoate), C([O-])([O-])=O.[K+].[K+] (potassium carbonate), O (water). Reagents/catalysts: [Pd](Cl)Cl.C(C)(C)(C)P([C-]1C=CC=C1)C(C)(C)C.[C-]1(C=CC=C1)P(C(C)(C)C)C(C)(C)C.[Fe+2] (1,1′-bis(di-tert-butylphosphino)ferrocene palladium dichloride). The solvent is O1CCOCC1 (1,4-dioxane). Run at temperature 45 celsius, time 2 hour. Yields the product FC(C=1C=C(C=C(C1)C(F)(F)F)[C@@H]1[C@@H](N(C(O1)=O)CC1=NC(=NC=C1C=1C=C(C=NC1OC)C1=C(C=C(C(=O)OC(C)(C)C)C=C1)C)N1CC(C1)(F)F)C)(F)F (tert-Butyl 4-{5-[4-({(4S,5R)-5-[3,5-bis(trifluoromethyl)phenyl]-4-methyl-2-oxo-1,3-oxazolidin-3-yl}methyl)-2-(3,3-difluoroazetidin-1-yl)pyrimidin-5-yl]-6-methoxypyridin-3-yl}-3-methylbenzoate). RXN SMILES: [F:1][C:2]([F:35])([F:34])[C:3]1[CH:4]=[C:5]([C@H:13]2[O:17][C:16](=[O:18])[N:15]([CH2:19][C:20]3[C:25](Br)=[CH:24][N:23]=[C:22]([N:27]4[CH2:30][C:29]([F:32])([F:31])[CH2:28]4)[N:21]=3)[C@H:14]2[CH3:33])[CH:6]=[C:7]([C:9]([F:12])([F:11])[F:10])[CH:8]=1.[CH3:36][O:37][C:38]1[N:43]=[CH:42][C:41]([C:44]2[CH:56]=[CH:55][C:47]([C:48]([O:50][C:51]([CH3:54])([CH3:53])[CH3:52])=[O:49])=[CH:46][C:45]=2[CH3:57])=[CH:40][C:39]=1B1OC(C)(C)C(C)(C)O1.C(=O)([O-])[O-].[K+].[K+].O>O1CCOCC1.[Pd](Cl)Cl.C(P(C(C)(C)C)[C-]1C=CC=C1)(C)(C)C.[C-]1(P(C(C)(C)C)C(C)(C)C)C=CC=C1.[Fe+2]>[F:1][C:2]([F:35])([F:34])[C:3]1[CH:4]=[C:5]([C@H:13]2[O:17][C:16](=[O:18])[N:15]([CH2:19][C:20]3[C:25]([C:39]4[CH:40]=[C:41]([C:44]5[CH:56]=[CH:55][C:47]([C:48]([O:50][C:51]([CH3:53])([CH3:54])[CH3:52])=[O:49])=[CH:46][C:45]=5[CH3:57])[CH:42]=[N:43][C:38]=4[O:37][CH3:36])=[CH:24][N:23]=[C:22]([N:27]4[CH2:30][C:29]([F:32])([F:31])[CH2:28]4)[N:21]=3)[C@H:14]2[CH3:33])[CH:6]=[C:7]([C:9]([F:12])([F:11])[F:10])[CH:8]=1 |f:2.3.4,7.8.9.10|. Procedure details: A solution of (4S,5R)-5-[3,5-bis(trifluoromethyl)phenyl]-3-{[5-bromo-2-(3,3-difluoroazetidin-1-yl)pyrimidin-4-yl]methyl}-4-methyl-1,3-oxazolidin-2-one (INTERMEDIATE 13, 200 mg, 0.348 mmol), tert-butyl 4-[6-methoxy-5-(4,4,5,5-tetramethyl-1,3,2-dioxaborolan-2-yl)pyridin-3-yl]-3-methylbenzoate (INTERMEDIATE 31, 173 mg, 0.452 mmol) and potassium carbonate (144 mg, 1.04 mmol), in 1,4-dioxane (2 mL) and water (2.000 mL) was degassed, and refilled with nitrogen. Then, 1,1′-bis(di-tert-butylphosphino)fe... Starting materials: OCCCCC=1N(N=C2C(=NC=3C=CC=CC3C21)N(C(=O)OC(C)(C)C)C(=O)OC(C)(C)C)CCC (di(tert-butyl) 1-(4-hydroxybutyl)-2-propyl-2H-pyrazolo[3,4-c]quinolin-4-ylimidodicarbonate), [OH-].[Na+] (sodium hydroxide). Run in CO (methanol), Cl (HCl), C(C)O (ethanol). Product: NC1=NC=2C=CC=CC2C=2C1=NN(C2CCCCO)CCC (4-(4-amino-2-propyl-2H-pyrazolo[3,4-c]quinolin-1-yl)butan-1-ol). The yield is 27.6%. RXN SMILES: [OH:1][CH2:2][CH2:3][CH2:4][CH2:5][C:6]1[N:7]([CH2:34][CH2:35][CH3:36])[N:8]=[C:9]2[C:18]=1[C:17]1[CH:16]=[CH:15][CH:14]=[CH:13][C:12]=1[N:11]=[C:10]2[N:19](C(OC(C)(C)C)=O)C(OC(C)(C)C)=O.[OH-].[Na+]>Cl.C(O)C.CO>[NH2:19][C:10]1[C:9]2=[N:8][N:7]([CH2:34][CH2:35][CH3:36])[C:6]([CH2:5][CH2:4][CH2:3][CH2:2][OH:1])=[C:18]2[C:17]2[CH:16]=[CH:15][CH:14]=[CH:13][C:12]=2[N:11]=1 |f:1.2|. Procedure: A solution of di(tert-butyl) 1-(4-hydroxybutyl)-2-propyl-2H-pyrazolo[3,4-c]quinolin-4-ylimidodicarbonate (prepared as described in Parts A-C of Example 57, 0.507 g, 1.02 mmol) in 6 M HCl in ethanol (5 mL) was heated at 60° C. for 1.5 hours. The solution was allowed to cool to room temperature, and then was concentrated under reduced pressure to yield an oil. The oil was triturated with ether to obtain a solid that was isolated by filtration. The solid was dissolved in methanol and the solution w... Starting materials: [Li]CCCC (n-BuLi), C(CCCCCCCCCCC)OC=1C=C(C=CC1OCCCCCCCCCCCC)C1SCCCS1 (2-(3,4-bis-dodecyloxy-phenyl)-[1,3]dithiane), IC1=CC=C(C=O)C=C1 (4-iodobenzaldehyde). The solvent is C1CCOC1 (THF), C1CCOC1 (THF). Run at temperature 0 celsius, time 1 hour. The product is C(CCCCCCCCCCC)OC=1C=C(C=CC1OCCCCCCCCCCCC)C1(SCCCS1)C(O)C1=CC=C(C=C1)I ([2-(3,4-Bis-dodecyloxy-phenyl)-[1,3]dithian-2-yl]-(4-iodo-phenyl)-methanol). Isolated yield 65.1%. Reaction SMILES: [CH2:1]([O:13][C:14]1[CH:15]=[C:16]([CH:33]2[S:38][CH2:37][CH2:36][CH2:35][S:34]2)[CH:17]=[CH:18][C:19]=1[O:20][CH2:21][CH2:22][CH2:23][CH2:24][CH2:25][CH2:26][CH2:27][CH2:28][CH2:29][CH2:30][CH2:31][CH3:32])[CH2:2][CH2:3][CH2:4][CH2:5][CH2:6][CH2:7][CH2:8][CH2:9][CH2:10][CH2:11][CH3:12].[Li]CCCC.[I:44][C:45]1[CH:52]=[CH:51][C:48]([CH:49]=[O:50])=[CH:47][CH:46]=1>C1COCC1>[CH2:1]([O:13][C:14]1[CH:15]=[C:16]([C:33]2([CH:49]([C:48]3[CH:51]=[CH:52][C:45]([I:44])=[CH:46][CH:47]=3)[OH:50])[S:34][CH2:35][CH2:36][CH2:37][S:38]2)[CH:17]=[CH:18][C:19]=1[O:20][CH2:21][CH2:22][CH2:23][CH2:24][CH2:25][CH2:26][CH2:27][CH2:28][CH2:29][CH2:30][CH2:31][CH3:32])[CH2:2][CH2:3][CH2:4][CH2:5][CH2:6][CH2:7][CH2:8][CH2:9][CH2:10][CH2:11][CH3:12]. Procedure: A solution of 2-(3,4-bis-dodecyloxy-phenyl)-[1,3]dithiane (12.0 g, 21.1 mmol) in 120 mL of dry THF in a Schlenk tube was cooled down to −78° C. Under N2 atmosphere, n-BuLi (9.4 mL of 2.5 M solution in hexanes, 23.4 mmol) was added dropwise to the mixture. After stirring at 0° C. for 1 h, the reaction mixture was cooled down to −78° C. and 4-iodobenzaldehyde (3.72 g, 16.0 mmol) in 100 mL of dry THF was added dropwise. The resulting mixture was allowed to warm up to room temperature and stirred at... Reactants: CCO, CCOC(=O)c1cc(C)oc1C, [Na+], [OH-]. Product: Cc1cc(C(=O)O)c(C)o1. As a reaction SMILES: [CH3:15][CH2:16][OH:17].[CH3:1][c:2]1[o:3][c:4]([CH3:12])[cH:5][c:6]1[C:7](=[O:8])[O:9][CH2:10][CH3:11].[Na+:14].[OH-:13]>>[CH3:1][c:2]1[o:3][c:4]([CH3:12])[cH:5][c:6]1[C:7](=[O:8])[OH:9]. Starting materials: [OH-].[Na+] (Sodium hydroxide), COC([C@H](CC(C)C)NC([C@H](CC1=CC=C(C=C1)OCC=C)NS(=O)(=O)C1=CC=C(C=C1)F)=O)=O ((S)-2-[(S)-3-(4-Allyloxy-phenyl)-2-(4-fluoro-benzenesulfonylamino)-propionylamino]-4-methyl-pentanoic acid methyl ester), CO (Methanol). The solvent is O (water), C1CCOC1 (THF). Run at time 18 hour. Product: C(C=C)OC1=CC=C(C=C1)C[C@@H](C(=O)N[C@H](C(=O)O)CC(C)C)NS(=O)(=O)C1=CC=C(C=C1)F ((S)-2-[(S)-3-(4-Allyloxy-phenyl)-2-(4-fluoro-benzenesulfonylamino)-propionylamino]-4-methyl-pentanoic acid). RXN SMILES: C[O:2][C:3](=[O:35])[C@@H:4]([NH:9][C:10](=[O:34])[C@@H:11]([NH:23][S:24]([C:27]1[CH:32]=[CH:31][C:30]([F:33])=[CH:29][CH:28]=1)(=[O:26])=[O:25])[CH2:12][C:13]1[CH:18]=[CH:17][C:16]([O:19][CH2:20][CH:21]=[CH2:22])=[CH:15][CH:14]=1)[CH2:5][CH:6]([CH3:8])[CH3:7].[OH-].[Na+].CO>C1COCC1.O>[CH2:20]([O:19][C:16]1[CH:17]=[CH:18][C:13]([CH2:12][C@H:11]([NH:23][S:24]([C:27]2[CH:28]=[CH:29][C:30]([F:33])=[CH:31][CH:32]=2)(=[O:25])=[O:26])[C:10]([NH:9][C@@H:4]([CH2:5][CH:6]([CH3:8])[CH3:7])[C:3]([OH:35])=[O:2])=[O:34])=[CH:14][CH:15]=1)[CH:21]=[CH2:22] |f:1.2|. Reported procedure: Methyl ester 11 (2.70 g, 5.33 mmol) was dissolved in THF (30 mL). Sodium hydroxide (0.853 g, 21.3 mmol) pre-dissolved in water (10 mL) was added. Methanol (15 mL) was added to obtain a homogenous solution and this was stirred at rt for 18 h before being concentrated in vacuo. The residue was partitioned between EtOAc and 1M hydrochloric acid. The aqueous phase was extracted twice more with EtOAc and the combined organic extracts were washed with brine, dried (MgSO4), filtered and concentrated in... Starting materials: C(C)NCCCC1CCN(CC1)CC(=O)N1C2=C(NC(C3=C1C=CC=C3)=O)C=CC=N2 (5,11-dihydro-11-[[4-[3-(ethylamino)propyl]-1-piperidinyl]acetyl]-6H-pyrido[2,3-b][1,4]benzodiazepin-6-one), COC1=CC=C(C(=O)Cl)C=C1 (4-methoxybenzoic acid chloride). The solvent is C(C)(=O)OCC (ethyl acetate). The product is Cl.Cl.COC1=CC=C(C(=O)CCNCCCC2CCN(CC2)CC(=O)N2C3=C(NC(C4=C2C=CC=C4)=O)C=CC=N3)C=C1 (5,11-Dihydro-11-[[4-[3-[(4-methoxybenzoyl)ethylamino]-propyl]-1-piperidinyl]acetyl]-6H-pyrido[2,3-b][1,4]-benzodiazepin-6-one dihydrochloride). The yield is 81.0%. RXN SMILES: [CH2:1]([NH:3][CH2:4][CH2:5][CH2:6][CH:7]1[CH2:12][CH2:11][N:10]([CH2:13][C:14]([N:16]2[C:22]3[CH:23]=[CH:24][CH:25]=[CH:26][C:21]=3[C:20](=[O:27])[NH:19][C:18]3[CH:28]=[CH:29][CH:30]=[N:31][C:17]2=3)=[O:15])[CH2:9][CH2:8]1)[CH3:2].[CH3:32][O:33][C:34]1[CH:42]=[CH:41][C:37]([C:38]([Cl:40])=[O:39])=[CH:36][CH:35]=1>C(OCC)(=O)C>[ClH:40].[ClH:40].[CH3:32][O:33][C:34]1[CH:42]=[CH:41][C:37]([C:38]([CH2:2][CH2:1][NH:3][CH2:4][CH2:5][CH2:6][CH:7]2[CH2:12][CH2:11][N:10]([CH2:13][C:14]([N:16]3[C:22]4[CH:23]=[CH:24][CH:25]=[CH:26][C:21]=4[C:20](=[O:27])[NH:19][C:18]4[CH:28]=[CH:29][CH:30]=[N:31][C:17]3=4)=[O:15])[CH2:9][CH2:8]2)=[O:39])=[CH:36][CH:35]=1 |f:3.4.5|. Procedure: Prepared analogously to Example 1 from 5,11-dihydro-11-[[4-[3-(ethylamino)propyl]-1-piperidinyl]acetyl]-6H-pyrido[2,3-b][1,4]benzodiazepin-6-one and 4-methoxybenzoic acid chloride. The free base is dissolved in ethyl acetate and the dihydrochloride is precipitated by the addition of ethereal hydrochloric acid. The desired compound is obtained in a yield of 81% by recrystallisation from ethanol.